From a dataset of the Open Reaction Database (ORD), a public repository of structured organic reaction records. describe an organic reaction: reactants, conditions, products, and yield The reactants are OC(C(CC)NC(C)C)C1=C2C=CC(NC2=C(C=C1)O)=O (5-(1-hydroxy-2-isopropylaminobutyl)-8-hydroxycarbostyril), C(C(C)C)(=O)OC(C(C)C)=O (isobutyric anhydride), C(Cl)(Cl)Cl (chloroform). Reaction conditions: time 5 hour. Product: O.Cl.C(C(C)C)(=O)OC(C(CC)NC(C)C)C1=C2C=CC(NC2=C(C=C1)OC(C(C)C)=O)=O (5-(1-isobutyryloxy-2-isopropylaminobutyl)-8-isobutyryloxycarbostyril hydrochloride monohydrate), Cl.C(C(C)C)(=O)OC1=NC2=C(C=CC(=C2C=C1)C(C(CC)NC(C)C)O)OC(C(C)C)=O (2,8-diisobutyryloxy-5-(1-hydroxy-2-isopropylaminobutyl)quinoline hydrochloride), Cl.OC(C(CC)NC(C)C)C1=C2C=CC(NC2=C(C=C1)OC(C(C)C)=O)=O (5-(1-hydroxy-2 -isopropylaminobutyl)-8-isobutyryloxycarbostyril hydrochloride), Cl.C(C(C)C)(=O)OC1=NC2=C(C=CC(=C2C=C1)C(C(CC)NC(C)C)O)O (2-isobutyryloxy-5-(1-hydroxy-2-isopropylaminobutyl)-8-hydroxyquinoline hydrochloride). As a reaction SMILES: [OH:1][CH:2]([C:10]1[CH:19]=[CH:18][C:17]([OH:20])=[C:16]2[C:11]=1[CH:12]=[CH:13][C:14](=[O:21])[NH:15]2)[CH:3]([NH:6][CH:7]([CH3:9])[CH3:8])[CH2:4][CH3:5].[C:22]([O:27][C:28](=[O:32])[CH:29]([CH3:31])[CH3:30])(=[O:26])[CH:23]([CH3:25])[CH3:24].C(Cl)(Cl)[Cl:34]>>[OH2:1].[ClH:34].[C:22]([O:1][CH:2]([C:10]1[CH:19]=[CH:18][C:17]([O:20][C:2](=[O:1])[CH:10]([CH3:19])[CH3:11])=[C:16]2[C:11]=1[CH:12]=[CH:13][C:14](=[O:21])[NH:15]2)[CH:3]([NH:6][CH:7]([CH3:9])[CH3:8])[CH2:4][CH3:5])(=[O:26])[CH:23]([CH3:25])[CH3:24].[ClH:34].[C:2]([O:21][C:14]1[CH:13]=[CH:12][C:11]2[C:16](=[C:28]([O:27][C:22](=[O:26])[CH:23]([CH3:24])[CH3:25])[CH:29]=[CH:31][C:10]=2[CH:2]([OH:1])[CH:3]([NH:6][CH:7]([CH3:8])[CH3:9])[CH2:4][CH3:5])[N:15]=1)(=[O:1])[CH:10]([CH3:19])[CH3:11].[ClH:34].[OH:1][CH:2]([C:10]1[CH:19]=[CH:18][C:17]([O:20][C:22](=[O:26])[CH:23]([CH3:25])[CH3:24])=[C:16]2[C:11]=1[CH:12]=[CH:13][C:14](=[O:21])[NH:15]2)[CH:3]([NH:6][CH:7]([CH3:9])[CH3:8])[CH2:4][CH3:5].[ClH:34].[C:28]([O:27][C:22]1[CH:23]=[CH:25][C:11]2[C:16](=[C:17]([OH:20])[CH:18]=[CH:19][C:10]=2[CH:2]([OH:1])[CH:3]([NH:6][CH:7]([CH3:8])[CH3:9])[CH2:4][CH3:5])[N:15]=1)(=[O:32])[CH:29]([CH3:30])[CH3:31] |f:3.4.5,6.7,8.9,10.11|. Procedure details: 3 g of 5-(1-hydroxy-2-isopropylaminobutyl)-8-hydroxycarbostyril was added to 200 ml of anhydrous chloroform, and 3 ml of isobutyric anhydride was added dropwise to the mixture. The resulting mixture was stirred for 5 hours at room temperature, and the solvent was removed by distillation under reduced pressure. Petroleum ether was added to the residue, and the crystals formed were separated by filtration. The crystals were rendered neutral with 50 ml of a cold saturated aqueous solution of sodium... The reactants are BrC1=CC=C2N=CC(=NC2=C1)Cl (7-bromo-2-chloroquinoxaline), ClC1=NC=C(C=C1NS(=O)(=O)C1=CC=C(C=C1)F)B1OC(C(O1)(C)C)(C)C (N-(2-chloro-5-(4,4,5,5-tetramethyl-1,3,2-dioxaborolan-2-yl)pyridin-3-yl)-4-fluorobenzenesulfonamide), C([O-])([O-])=O.[K+].[K+] (potassium carbonate). The reagents and catalysts are CC(C)(C)P(C1=CC=CC=C1)C(C)(C)C.CC(C)(C)P(C1=CC=CC=C1)C(C)(C)C.Cl[Pd]Cl (dichlorobis(di-tert-butylphenylphosphine)palladium(II)). Run in O1CCOCC1 (1,4-dioxane). Conditions: temperature 90 celsius, time 1.5 hour. Product: ClC1=NC=C(C=C1NS(=O)(=O)C1=CC=C(C=C1)F)C=1C=C2N=C(C=NC2=CC1)Cl (N-(2-Chloro-5-(3-chloroquinoxalin-6-yl)pyridin-3-yl)-4-fluorobenzenesulfonamide). Yield: 40.5%. RXN SMILES: Br[C:2]1[CH:11]=[C:10]2[C:5]([N:6]=[CH:7][C:8]([Cl:12])=[N:9]2)=[CH:4][CH:3]=1.[Cl:13][C:14]1[C:19]([NH:20][S:21]([C:24]2[CH:29]=[CH:28][C:27]([F:30])=[CH:26][CH:25]=2)(=[O:23])=[O:22])=[CH:18][C:17](B2OC(C)(C)C(C)(C)O2)=[CH:16][N:15]=1.C(=O)([O-])[O-].[K+].[K+]>CC(P(C(C)(C)C)C1C=CC=CC=1)(C)C.CC(P(C(C)(C)C)C1C=CC=CC=1)(C)C.Cl[Pd]Cl.O1CCOCC1>[Cl:13][C:14]1[C:19]([NH:20][S:21]([C:24]2[CH:29]=[CH:28][C:27]([F:30])=[CH:26][CH:25]=2)(=[O:23])=[O:22])=[CH:18][C:17]([C:2]2[CH:11]=[C:10]3[C:5](=[CH:4][CH:3]=2)[N:6]=[CH:7][C:8]([Cl:12])=[N:9]3)=[CH:16][N:15]=1 |f:2.3.4,5.6.7|. Procedure details: To a 5 mL microwave vial, 7-bromo-2-chloroquinoxaline (0.100 g, 0.410 mmol), N-(2-chloro-5-(4,4,5,5-tetramethyl-1,3,2-dioxaborolan-2-yl)pyridin-3-yl)-4-fluorobenzenesulfonamide (0.189 g, 0.457 mmol), dichlorobis(di-tert-butylphenylphosphine)palladium(II) (0.0138 g, 0.0222 mmol) and potassium carbonate (0.513 ml, 1.03 mmol) were mixed into 1,4-dioxane (4 mL). The mixture was degassed by bubbling nitrogen through for 5 min. The reaction mixture was stirred at 90° C. for 1.5 h. The reaction mixture...